Dataset: the Open Reaction Database (ORD), a public repository of structured organic reaction records. Task: describe an organic reaction: reactants, conditions, products, and yield Starting materials: C1(CCCC1)OC=1C=C(C=CC1OC)C(CC1=CC=CC=C1)=NO (1-(3-cyclopentyloxy-4-methoxyphenyl)-2-phenyl ethanone oxime), ClC(C(=O)N=C=O)(Cl)Cl (trichloroacetyl isocyanate), oxime, N.C(C)#N (NH3 acetonitrile). The solvent is O1CCCC1 (tetrahydrofuran). Conditions: temperature 0 celsius, time 8 hour. Yields the product NC(=O)O\N=C(/CC1=CC=CC=C1)\C1=CC(=C(C=C1)OC)OC1CCCC1 (1-(3-Cyclopentyloxy-4-methoxyphenyl)-2-phenylethanone(E)-O-(aminocarbonyl)oxime). Yield: 27.1%. As a reaction SMILES: [CH:1]1([O:6][C:7]2[CH:8]=[C:9]([C:15](=[N:23][OH:24])[CH2:16][C:17]3[CH:22]=[CH:21][CH:20]=[CH:19][CH:18]=3)[CH:10]=[CH:11][C:12]=2[O:13][CH3:14])[CH2:5][CH2:4][CH2:3][CH2:2]1.ClC(Cl)(Cl)[C:27]([N:29]=C=O)=[O:28].N.C(#N)C>O1CCCC1>[NH2:29][C:27]([O:24]/[N:23]=[C:15](/[C:9]1[CH:10]=[CH:11][C:12]([O:13][CH3:14])=[C:7]([O:6][CH:1]2[CH2:2][CH2:3][CH2:4][CH2:5]2)[CH:8]=1)\[CH2:16][C:17]1[CH:18]=[CH:19][CH:20]=[CH:21][CH:22]=1)=[O:28] |f:2.3|. Reported procedure: To a magnetically-stirred solution of 1-(3-cyclopentyloxy-4-methoxyphenyl)-2-phenyl ethanone oxime (4.51 mmol, 1.48 g) in dry tetrahydrofuran (45 mL) at 0° C. is added trichloroacetyl isocyanate (5.00 mmol, 0.943 mg; 0.596 mL) dropwise over 2 minutes and the resulting solution is allowed to stir as the temperature rises slowly from 0° C. to room temperature overnight. The reaction mixture is then cooled to 0° C. and saturated NH3 /acetonitrile solution (25 mL; prepared by bubbling gaseous ammoni...